The task is: describe an organic reaction: reactants, conditions, products, and yield. This data is from the Open Reaction Database (ORD), a public repository of structured organic reaction records. Reactants: N (Ammonia), C(C)OC(=O)C=1C2=C(C(=NC1)Cl)C(=CS2)COC2=C(C=CC(=C2)C2=NN=C(N2CC2=CC=C(C=C2)OC)C)C (4-chloro-3-{5-[4-(4-methoxy-benzyl)-5-methyl-4H-[1,2,4]triazol-3-yl]-2-methyl-phenoxy-methyl}-thieno[3,2-c]pyridine-7-carboxylic acid ethyl ester). The solvent is CC(C)O (2-propanol). Reaction conditions: temperature 140 celsius. The product is C(C)OC(=O)C=1C2=C(C(=NC1)N)C(=CS2)COC2=C(C=CC(=C2)C2=NN=C(N2CC2=CC=C(C=C2)OC)C)C (4-amino-3-{5-[4-(4-methoxy-benzyl)-5-methyl-4H-[1,2,4]triazol-3-yl]-2-methyl-phenoxymethyl}-thieno[3,2-c]pyridine-7-carboxylic acid ethyl ester). RXN SMILES: [NH3:1].[CH2:2]([O:4][C:5]([C:7]1[C:8]2[S:16][CH:15]=[C:14]([CH2:17][O:18][C:19]3[CH:24]=[C:23]([C:25]4[N:29]([CH2:30][C:31]5[CH:36]=[CH:35][C:34]([O:37][CH3:38])=[CH:33][CH:32]=5)[C:28]([CH3:39])=[N:27][N:26]=4)[CH:22]=[CH:21][C:20]=3[CH3:40])[C:9]=2[C:10](Cl)=[N:11][CH:12]=1)=[O:6])[CH3:3]>CC(O)C>[CH2:2]([O:4][C:5]([C:7]1[C:8]2[S:16][CH:15]=[C:14]([CH2:17][O:18][C:19]3[CH:24]=[C:23]([C:25]4[N:29]([CH2:30][C:31]5[CH:36]=[CH:35][C:34]([O:37][CH3:38])=[CH:33][CH:32]=5)[C:28]([CH3:39])=[N:27][N:26]=4)[CH:22]=[CH:21][C:20]=3[CH3:40])[C:9]=2[C:10]([NH2:1])=[N:11][CH:12]=1)=[O:6])[CH3:3]. Procedure details: Ammonia gas was bubbled into a suspension of 4-chloro-3-{5-[4-(4-methoxy-benzyl)-5-methyl-4H-[1,2,4]triazol-3-yl]-2-methyl-phenoxymethyl}-thieno[3,2-c]pyridine-7-carboxylic acid ethyl ester (0.330 g; 0.59 mmol) (from Example 58 supra) in 2-propanol (20 mL) for 15-20 minutes. The mixture was then heated in a microwave reactor at 140° C. for 90 minutes. The reaction mixture was concentrated and the residue was purified by flash chromatography (120 g column; 4% methanol in dichloromethane followed ... Starting materials: BrC1=CC(=C(C=2CC(OC21)C)Cl)C#N (7-Bromo-4-chloro-2-methyl-2,3-dihydrobenzofuran-5-carbonitrile), O (H2O), [OH-].[Na+] (NaOH). Solvent: CCO (EtOH). Run at temperature 100 celsius, time 15 hour. The product is BrC1=CC(=C(C=2CC(OC21)C)Cl)C(=O)O (7-Bromo-4-chloro-2-methyl-2,3-dihydrobenzofuran-5-carboxylic acid). Reaction SMILES: [Br:1][C:2]1[C:10]2[O:9][CH:8]([CH3:11])[CH2:7][C:6]=2[C:5]([Cl:12])=[C:4]([C:13]#N)[CH:3]=1.[OH-:15].[Na+].[OH2:17]>CCO>[Br:1][C:2]1[C:10]2[O:9][CH:8]([CH3:11])[CH2:7][C:6]=2[C:5]([Cl:12])=[C:4]([C:13]([OH:17])=[O:15])[CH:3]=1 |f:1.2|. Reported procedure: To a suspension of compound 87 (2.1 g, 7.71 mmol) in EtOH (40 mL) and H2O (20 mL) was added NaOH (11 g, 270 mmoL). The mixture was stirred at 100° C. for 15 hours. The mixture was cooled to r.t. and evaporated in vacuo to remove EtOH. The mixture was diluted with H2O (100 mL) and cooled to 0° C. To the mixture was added conc. HCl to acidify the reaction mixture with stirring. The product was precipitated, filtered and washed with H2O (150 mL). The desired product was dried under high vacuum at 4... The reactants are BrC1=CC=C(C=C1)C(C\C(=N/O)\C=1C=CC(N(C1)C)=O)C1=C(C=C(C=C1)F)C ((E)-5-(3-(4-Bromophenyl)-3-(4-fluoro-2-methylphenyl)-1-(hydroxyimino)propyl)-1-methylpyridin-2(1H)-one), CC1(OB(OC1(C)C)C1=CC=C(C=C1)S(=O)(=O)N)C (4-(4,4,5,5-tetramethyl-1,3,2-dioxaborolan-2-yl)benzenesulfonamide). The product is FC1=CC(=C(C=C1)C(C\C(\C1=CN(C(C=C1)=O)C)=N/O)C1=CC=C(C=C1)C1=CC=C(C=C1)S(=O)(=O)N)C (4′-[1-(4-Fluoro-2-methyl-phenyl)-3-[(E)-hydroxyimino]-3-(1-methyl-6-oxo-1,6-dihydro-pyridin-3-yl)-propyl]-biphenyl-4-sulfonic acid amide). Procedure: The title compound was prepared in analogy to example 166, from (E)-5-(3-(4-bromophenyl)-3-(4-fluoro-2-methylphenyl)-1-(hydroxyimino)propyl)-1-methylpyridin-2(1H)-one (example 224) and 4-(4,4,5,5-tetramethyl-1,3,2-dioxaborolan-2-yl)benzenesulfonamide (CAS RN 214360-51-7). The compound was purified by silica gel chromatography on a 20 g column using a MPLC system eluting with a gradient of dichloromethane:methanol (100:0 to 90:10). Light brown foam. MS (ESI+): m/z=520.2 ([M+H]+). Reaction SMILES: Br[C:2]1[CH:7]=[CH:6][C:5]([CH:8]([C:21]2[CH:26]=[CH:25][C:24]([F:27])=[CH:23][C:22]=2[CH3:28])[CH2:9]/[C:10](/[C:13]2[CH:14]=[CH:15][C:16](=[O:20])[N:17]([CH3:19])[CH:18]=2)=[N:11]\[OH:12])=[CH:4][CH:3]=1.CC1(C)C(C)(C)OB([C:37]2[CH:42]=[CH:41][C:40]([S:43]([NH2:46])(=[O:45])=[O:44])=[CH:39][CH:38]=2)O1>>[F:27][C:24]1[CH:25]=[CH:26][C:21]([CH:8]([C:5]2[CH:4]=[CH:3][C:2]([C:37]3[CH:42]=[CH:41][C:40]([S:43]([NH2:46])(=[O:45])=[O:44])=[CH:39][CH:38]=3)=[CH:7][CH:6]=2)[CH2:9]/[C:10](=[N:11]\[OH:12])/[C:13]2[CH:14]=[CH:15][C:16](=[O:20])[N:17]([CH3:19])[CH:18]=2)=[C:22]([CH3:28])[CH:23]=1. Reactants: ClC1=NN=C(C2=CC=CC=C12)CC1=CC=NC=C1 (1-chloro-4-(4-pyridyl-methyl)-phthalazine), NC=1C=C(C=C(C1)C(F)(F)F)Cl (5-amino-3-chloro-benzotrifluoride). Run in C(C)O (ethanol), Cl.O1CCOCC1 (HCl dioxane), CCOCC (ether). Conditions: temperature 80 celsius, time 3 hour. Yields the product ClC=1C=C(C=C(NC2=NN=C(C3=CC=CC=C23)CC2=CC=NC=C2)C1)C(F)(F)F (1-(5-Chloro-3-trifluormethyl-anilino)-4-(4-pyridyl-methyl)-phthalazine). As a reaction SMILES: Cl[C:2]1[C:11]2[C:6](=[CH:7][CH:8]=[CH:9][CH:10]=2)[C:5]([CH2:12][C:13]2[CH:18]=[CH:17][N:16]=[CH:15][CH:14]=2)=[N:4][N:3]=1.[NH2:19][C:20]1[CH:21]=[C:22]([Cl:30])[CH:23]=[C:24]([C:26]([F:29])([F:28])[F:27])[CH:25]=1>C(O)C.Cl.O1CCOCC1.CCOCC>[Cl:30][C:22]1[CH:23]=[C:24]([C:26]([F:27])([F:28])[F:29])[CH:25]=[C:20]([CH:21]=1)[NH:19][C:2]1[C:11]2[C:6](=[CH:7][CH:8]=[CH:9][CH:10]=2)[C:5]([CH2:12][C:13]2[CH:18]=[CH:17][N:16]=[CH:15][CH:14]=2)=[N:4][N:3]=1 |f:3.4|. Procedure: A suspension of 27.9 g (109 mMol) of 1-chloro-4-(4-pyridyl-methyl)-phthalazine (Example 67A.1 in WO 98/35958) and 21.4 g (109 mMol) of 5-amino-3-chloro-benzotrifluoride (Example 5b) in 500 ml of ethanol and 27.4 ml of 4 N HCl/dioxane is stirred during 3 h a 80° C. After cooling down, the reaction mixture is diluted with 0.3 l of ether, filtrated, and washed with ether. The remaining solid is then taken up in water and EtOAc, brought to alkaline pH by means of NH3 solution, stirred for 15 min at ... Reactants: CC#N, CCOC(=O)c1ccc(F)cc1, [K+], [K+], O=C([O-])[O-], C1CC2(CCN1)OCCO2, O. Yields the product CCOC(=O)c1ccc(N2CCC3(CC2)OCCO3)cc1. Reaction SMILES: [CH3:29][C:30]#[N:31].[F:1][c:2]1[cH:3][cH:4][c:5]([C:6](=[O:7])[O:8][CH2:9][CH3:10])[cH:11][cH:12]1.[K+:23].[K+:24].[O-:25][C:26]([O-:27])=[O:28].[O:13]1[CH2:14][CH2:15][O:16][C:17]12[CH2:18][CH2:19][NH:20][CH2:21][CH2:22]2.[OH2:32]>>[c:2]1([N:20]2[CH2:19][CH2:18][C:17]3([O:13][CH2:14][CH2:15][O:16]3)[CH2:22][CH2:21]2)[cH:3][cH:4][c:5]([C:6](=[O:7])[O:8][CH2:9][CH3:10])[cH:11][cH:12]1. Reactants: C[O-], COc1ccccc1CN(C(=O)Cl)c1ccccc1Oc1ccccc1, [Na+], C1CCOC1. Yields the product COC(=O)N(Cc1ccccc1OC)c1ccccc1Oc1ccccc1. Reaction SMILES: [CH3:1][O-:2].[Cl:4][C:5](=[O:6])[N:7]([c:8]1[c:9]([O:14][c:15]2[cH:16][cH:17][cH:18][cH:19][cH:20]2)[cH:10][cH:11][cH:12][cH:13]1)[CH2:21][c:22]1[c:23]([O:28][CH3:29])[cH:24][cH:25][cH:26][cH:27]1.[Na+:3].[O:30]1[CH2:31][CH2:32][CH2:33][CH2:34]1>>[CH3:1][O:2][C:5](=[O:6])[N:7]([c:8]1[c:9]([O:14][c:15]2[cH:16][cH:17][cH:18][cH:19][cH:20]2)[cH:10][cH:11][cH:12][cH:13]1)[CH2:21][c:22]1[c:23]([O:28][CH3:29])[cH:24][cH:25][cH:26][cH:27]1. Reactants: [H-].C(C(C)C)[Al+]CC(C)C (Diisobutyl Aluminium Hydride), solution, O (water), C(C)OC(CC1=CC(=C2C(=N1)SC=C2C2=CC=CC=C2)NCC2=NC=CC=C2)=O ({3-Phenyl-4-[(pyridin-2-ylmethyl)-amino]-thieno[2,3-b]pyridin-6-yl}-acetic acid ethyl ester), [C@@H]([C@H](C(=O)[O-])O)(C(=O)[O-])O.[Na+].[K+] (Rochelle's salt). Solvent: hexanes, C1CCOC1 (THF). Reaction conditions: temperature 0 celsius, time 1 hour. Yields the product C1(=CC=CC=C1)C1=CSC2=NC(=CC(=C21)NCC2=NC=CC=C2)CCO (2-{3-Phenyl-4-[(pyridin-2-ylmethyl)-amino]-thieno[2,3-b]pyridin-6-yl}-ethanol). Reaction SMILES: C([O:3][C:4](=O)[CH2:5][C:6]1[N:11]=[C:10]2[S:12][CH:13]=[C:14]([C:15]3[CH:20]=[CH:19][CH:18]=[CH:17][CH:16]=3)[C:9]2=[C:8]([NH:21][CH2:22][C:23]2[CH:28]=[CH:27][CH:26]=[CH:25][N:24]=2)[CH:7]=1)C.[H-].C([Al+]CC(C)C)C(C)C.O.[C@H](O)(C([O-])=O)[C@@H](O)C([O-])=O.[Na+].[K+]>C1COCC1>[C:15]1([C:14]2[C:9]3[C:10](=[N:11][C:6]([CH2:5][CH2:4][OH:3])=[CH:7][C:8]=3[NH:21][CH2:22][C:23]3[CH:28]=[CH:27][CH:26]=[CH:25][N:24]=3)[S:12][CH:13]=2)[CH:16]=[CH:17][CH:18]=[CH:19][CH:20]=1 |f:1.2,4.5.6|. Reported procedure: {3-Phenyl-4-[(pyridin-2-ylmethyl)-amino]-thieno[2,3-b]pyridin-6-yl}-acetic acid ethyl ester (47 mg, 0.12 mmol) was dissolved in dry THF (10 ml) under nitrogen and cooled to 0° C. Diisobutyl Aluminium Hydride (0.466 ml of a 1M solution in hexanes, 0.466 mmol) was added dropwise over 2 min and the mixture stirred at 0° C. for 1 h, then stirred at room temperature overnight. The reaction was cooled to OC and water (5 ml) was added carefully, followed by 1M Rochelle's salt (5 ml). The reaction was s...